The task is: describe an organic reaction: reactants, conditions, products, and yield. This data is from the Open Reaction Database (ORD), a public repository of structured organic reaction records. Starting materials: [Cl-], N#C[Cu], O=[N+]([O-])c1ccc(-c2ccc([N+](=O)[O-])cc2I)cc1, [NH4+]. Product: N#Cc1cc([N+](=O)[O-])ccc1-c1ccc([N+](=O)[O-])cc1. RXN SMILES: [Cl-:23].[Cu:20][C:21]#[N:22].[I:1][c:2]1[c:3](-[c:11]2[cH:12][cH:13][c:14]([N+:17](=[O:18])[O-:19])[cH:15][cH:16]2)[cH:4][cH:5][c:6]([N+:8](=[O:9])[O-:10])[cH:7]1.[NH4+:24]>>[c:2]1([C:21]#[N:22])[c:3](-[c:11]2[cH:12][cH:13][c:14]([N+:17](=[O:18])[O-:19])[cH:15][cH:16]2)[cH:4][cH:5][c:6]([N+:8](=[O:9])[O-:10])[cH:7]1. Starting materials: C(C)N(CCNC=1N=[N+](C2=C(N1)C=CC=1CCCC12)[O-])CC (N1,N1-Diethyl-N2-(1-oxido-8,9-dihydro-7H-indeno[5,4-e][1,2,4]triazin-3-yl)-1,2-ethanediamine), C(=O)(C(F)(F)F)O (TFA), OO (H2O2). The solvent is C(Cl)Cl (DCM), C(Cl)Cl (DCM), N (NH3). Run at temperature 0 celsius, time 5 minute. Yields the product C(C)N(CCNC=1N=[N+](C2=C([N+]1[O-])C=CC=1CCCC12)[O-])CC (N1,N1-Diethyl-N2-(1,4-dioxido-8,9-dihydro-7H-indeno[5,4-e][1,2,4]triazin-3-yl)-1,2-ethanediamine). Isolated yield 41.0%. RXN SMILES: OO.[CH2:3]([N:5]([CH2:23][CH3:24])[CH2:6][CH2:7][NH:8][C:9]1[N:10]=[N+:11]([O-:22])[C:12]2[C:21]3[CH2:20][CH2:19][CH2:18][C:17]=3[CH:16]=[CH:15][C:13]=2[N:14]=1)[CH3:4].C(O)(C(F)(F)F)=[O:26]>C(Cl)Cl.N>[CH2:23]([N:5]([CH2:3][CH3:4])[CH2:6][CH2:7][NH:8][C:9]1[N:10]=[N+:11]([O-:22])[C:12]2[C:21]3[CH2:20][CH2:19][CH2:18][C:17]=3[CH:16]=[CH:15][C:13]=2[N+:14]=1[O-:26])[CH3:24]. Procedure: H2O2 (70%, 0.37 mL, ca. 7.3 mmol) was added dropwise to a stirred solution of TFM (1.0 mL, 7.3 mmol) in DCM (10 mL) at 0° C. The solution was stirred at 0° C. for 5 min, warmed to 20° C. for 10 min, then cooled to 0° C. and added to a stirred solution of 1-oxide 8 (219 mg, 0.7 mmol) and TFA (280 μL, 3.6 mmol) in DCM (15 mL) at 0° C. The solution was stirred at 20° C. for 16 h, diluted with dilute aqueous NH3 solution (10 mL) and extracted with CHCl3 (4×50 mL). The combined organic fraction was d... Reactants: CN(C)C=O (DMF), CC[Mg+].[Br-] (EtMgBr), solution, BrC=1N=C(N(C1Br)COCC[Si](C)(C)C)COCCO[Si](C)(C)C(C)(C)C (4,5-dibromo-2-{[(2-{[(1,1-dimethylethyl)(dimethyl)silyl]oxy}ethyl)oxy]methyl}-1-({[2-(trimethylsilyl)ethyl]oxy}methyl)-1H-imidazole). The solvent is C(C)OCC (diethyl ether), C1CCOC1 (THF). Run at time 3 hour. Product: BrC=1N=C(N(C1C=O)COCC[Si](C)(C)C)COCCO[Si](C)(C)C(C)(C)C (4-bromo-2-{[(2-{[(1,1-dimethylethyl)(dimethyl)silyl]oxy}ethyl)oxy]methyl}-1-({[2-(trimethylsilyl)ethyl]oxy}methyl)-1H-imidazole-5-carbaldehyde). Isolated yield 69.0%. Reaction SMILES: CC[Mg+].[Br-].[Br:5][C:6]1[N:7]=[C:8]([CH2:20][O:21][CH2:22][CH2:23][O:24][Si:25]([C:28]([CH3:31])([CH3:30])[CH3:29])([CH3:27])[CH3:26])[N:9]([CH2:12][O:13][CH2:14][CH2:15][Si:16]([CH3:19])([CH3:18])[CH3:17])[C:10]=1Br.CN([CH:35]=[O:36])C>C(OCC)C.C1COCC1>[Br:5][C:6]1[N:7]=[C:8]([CH2:20][O:21][CH2:22][CH2:23][O:24][Si:25]([C:28]([CH3:31])([CH3:30])[CH3:29])([CH3:27])[CH3:26])[N:9]([CH2:12][O:13][CH2:14][CH2:15][Si:16]([CH3:19])([CH3:18])[CH3:17])[C:10]=1[CH:35]=[O:36] |f:0.1|. Procedure: 3N EtMgBr (0.086 mL of a 3N solution in diethyl ether, 0.26 mmol) was added to a solution of 4,5-dibromo-2-{[(2-{[(1,1-dimethylethyl)(dimethyl)silyl]oxy}ethyl)oxy]methyl}-1-({[2-(trimethylsilyl)ethyl]oxy}methyl)-1H-imidazole (0.12 g, 0.21 mmol) in THF (2 mL). The reaction mixture was stirred for 3 h, DMF was added (0.5 mL, 4.9 mmol), and stirring was continued overnight. The solution was quenched by addition of sat'd NH4Cl and extracted with EtOAc and CH2Cl2. The organic phase was dried (Na2SO4)... Reactants: BrC=1C=NC=C(C1)F (3-bromo-5-fluoropyridine), B(OC(C)C)([O-])[O-] (isopropyl borate), [Li]CCCC (n-BuLi). Product: FC=1C=C(C=NC1)B(O)O (5-Fluoropyridine-3-boronic acid). Conditions: time 0.5 hour. Procedure: 3-bromo-5-fluoropyridine (2a) (25 kg, 142 moles, 1.0 equiv.), THF (222.5 kg) and isopropyl borate (28 kg, 149.3 moles, 1.05 equiv.) were added to a 700 L low temperature reactor. The resulting mixture was cooled to −90° C.˜−80° C. while stirred. Then n-BuLi (40.2 kg, 2.5 M, 142 moles, 1.0 equiv.) was added dropwise (2 kg/h) maintaining the temperature below −87° C. After the addition was complete, the mixture was maintained at −88˜−83° C. for 2.5 h. When the reaction was deemed complete by HPLC ... As a reaction SMILES: Br[C:2]1[CH:3]=[N:4][CH:5]=[C:6]([F:8])[CH:7]=1.[B:9]([O-])([O-:14])[O:10]C(C)C.[Li]CCCC>C1COCC1>[F:8][C:6]1[CH:7]=[C:2]([B:9]([OH:14])[OH:10])[CH:3]=[N:4][CH:5]=1. Solvent: C1CCOC1 (THF). Reactants: CCO, OCC#Cc1nccs1. The product is OCCCc1nccs1. Reaction SMILES: [CH3:10][CH2:11][OH:12].[s:1]1[c:2]([C:6]#[C:7][CH2:8][OH:9])[n:3][cH:4][cH:5]1>>[s:1]1[c:2]([CH2:6][CH2:7][CH2:8][OH:9])[n:3][cH:4][cH:5]1.